Dataset: the Open Reaction Database (ORD), a public repository of structured organic reaction records. Task: describe an organic reaction: reactants, conditions, products, and yield Starting materials: Cc1cc(C(=O)Nc2cc(Oc3ccc(N)nc3)ccc2C)n(C)n1, Cc1ccc(S(=O)(=O)Cl)cc1, c1ccncc1. Yields the product Cc1ccc(S(=O)(=O)Nc2ccc(Oc3ccc(C)c(NC(=O)c4cc(C)nn4C)c3)cn2)cc1. As a reaction SMILES: [NH2:1][c:2]1[cH:3][cH:4][c:5]([O:8][c:9]2[cH:10][cH:11][c:12]([CH3:25])[c:13]([NH:15][C:16](=[O:17])[c:18]3[cH:19][c:20]([CH3:24])[n:21][n:22]3[CH3:23])[cH:14]2)[cH:6][n:7]1.[c:26]1([CH3:36])[cH:27][cH:28][c:29]([S:32](=[O:33])(=[O:34])[Cl:35])[cH:30][cH:31]1.[cH:37]1[cH:38][cH:39][n:40][cH:41][cH:42]1>>[NH:1]([c:2]1[cH:3][cH:4][c:5]([O:8][c:9]2[cH:10][cH:11][c:12]([CH3:25])[c:13]([NH:15][C:16](=[O:17])[c:18]3[cH:19][c:20]([CH3:24])[n:21][n:22]3[CH3:23])[cH:14]2)[cH:6][n:7]1)[S:32]([c:29]1[cH:28][cH:27][c:26]([CH3:36])[cH:31][cH:30]1)(=[O:33])=[O:34]. Starting materials: C(C)(C)N(C(C)C)CC (N,N-diisopropylethylamine), CS(=O)C (dimethyl sulfoxide), FC=1C=CC(=C(C1)S(=O)(=O)OC=1C=C(OCCCO)C=C(C1)C)C (3-[3-(5-fluoro-2-methylphenylsulfonyloxy)-5-methylphenoxy]propanol). Solvent: ClCCl (dichloromethane), ClCCl (dichloromethane). Run at temperature 0 celsius, time 16 hour. Product: FC=1C=CC(=C(C1)S(=O)(=O)OC=1C=C(OCCC=O)C=C(C1)C)C (3-[3-(5-Fluoro-2-methylphenylsulfonyloxy)-5-methylphenoxy]propionaldehyde). The yield is 63.1%. RXN SMILES: [F:1][C:2]1[CH:3]=[CH:4][C:5]([CH3:24])=[C:6]([S:8]([O:11][C:12]2[CH:13]=[C:14]([CH:20]=[C:21]([CH3:23])[CH:22]=2)[O:15][CH2:16][CH2:17][CH2:18][OH:19])(=[O:10])=[O:9])[CH:7]=1.C(N(CC)C(C)C)(C)C.CS(C)=O>ClCCl>[F:1][C:2]1[CH:3]=[CH:4][C:5]([CH3:24])=[C:6]([S:8]([O:11][C:12]2[CH:13]=[C:14]([CH:20]=[C:21]([CH3:23])[CH:22]=2)[O:15][CH2:16][CH2:17][CH:18]=[O:19])(=[O:10])=[O:9])[CH:7]=1. Procedure details: To a cooled (0° C.), stirred solution of 528 mg (1.44 mmol) of 3-[3-(5-fluoro-2-methylphenylsulfonyloxy)-5-methylphenoxy]propanol, as prepared in the preceding step, 527 μL (3.02 mmol) of N,N-diisopropylethylamine and 307 μL (4.32 mmol) of anhydrous dimethyl sulfoxide in 6.0 mL of anhydrous dichloromethane was added 459 mg (2.88 mmol) of sulfur trioxide pyridine complex. The mixture was warmed to ambient temperature over 30 min and stirred for 16 h. The mixture was then poured into 15 mL of dich... Procedure details: Palladium(II) acetate (0.17 g, 0.73 mmol) was added to a mixture of 1,2-dichloro-4-iodobenzene (2.00 g, 7.33 mmol), prop-2-en-1-ol (0.75 mL, 11 mmol), benzyltriethylammonium chloride (1.67 g, 7.33 mmol) and sodium bicarbonate (1.54 g, 18.3 mmol) in DMF (5 mL) and the mixture was degassed and back filled with Ar three times. The reaction mixture was heated at 60° C. for 2 h. The mixture was diluted with Et2O (15 mL) and H2O (15 mL) and the mixture was filtered through a celite pad. The organic la... The yield is 66.8%. The reagents and catalysts are [Cl-].C(C1=CC=CC=C1)[N+](CC)(CC)CC (benzyltriethylammonium chloride), C(C)(=O)[O-].[Pd+2].C(C)(=O)[O-] (Palladium(II) acetate). Product: ClC=1C=C(C=CC1Cl)CCC=O (3-(3,4-dichlorophenyl)propanal). The solvent is CN(C)C=O (DMF). Run at temperature 60 celsius. The reactants are ClC1=C(C=C(C=C1)I)Cl (1,2-dichloro-4-iodobenzene), C(C=C)O (prop-2-en-1-ol), C([O-])(O)=O.[Na+] (sodium bicarbonate). RXN SMILES: [Cl:1][C:2]1[CH:7]=[CH:6][C:5](I)=[CH:4][C:3]=1[Cl:9].[CH2:10]([OH:13])[CH:11]=[CH2:12].C(=O)(O)[O-].[Na+]>[Cl-].C([N+](CC)(CC)CC)C1C=CC=CC=1.CN(C=O)C.C([O-])(=O)C.[Pd+2].C([O-])(=O)C>[Cl:9][C:3]1[CH:4]=[C:5]([CH2:12][CH2:11][CH:10]=[O:13])[CH:6]=[CH:7][C:2]=1[Cl:1] |f:2.3,4.5,7.8.9|. The reactants are CC(C(C(N1[C@@H](CCC1)C=1NC(=CN1)C1=CC=C2C3=C(COC2=C1)C=C(C=C3)B3OC(C(O3)(C)C)(C)C)=O)NC(OC)=O)C (methyl 3-methyl-1-oxo-1-((S)-2-(5-(8-(4,4,5,5-tetramethyl-1,3,2-dioxaborolan-2-yl)-6H-benzo[c]chromen-3-yl)-1H-imidazol-2-yl)pyrrolidin-1-yl)butan-2-ylcarbamate), BrC=1C=CC2=C(NC(=N2)[C@H]2N([C@@H]3CC[C@H]2C3)C(=O)OC(C)(C)C)C1 ((1R,3S,4S)-tert-butyl 3-(6-bromo-1H-benzo[d]imidazol-2-yl)-2-azabicyclo[2.2.1]heptane-2-carboxylate), C([O-])([O-])=O.[K+].[K+] (potassium carbonate). The reagents and catalysts are [Pd].C1(=CC=CC=C1)P(C1=CC=CC=C1)C1=CC=CC=C1.C1(=CC=CC=C1)P(C1=CC=CC=C1)C1=CC=CC=C1.C1(=CC=CC=C1)P(C1=CC=CC=C1)C1=CC=CC=C1.C1(=CC=CC=C1)P(C1=CC=CC=C1)C1=CC=CC=C1 (tetrakis(triphenylphosphine) palladium(0)), C1=CC=C(C=C1)P([C-]2C=CC=C2)C3=CC=CC=C3.C1=CC=C(C=C1)P([C-]2C=CC=C2)C3=CC=CC=C3.Cl[Pd]Cl.[Fe+2] (dichloro[1,1′-bis(diphenylphosphino)ferrocene]palladium(II)). The solvent is COCCOC (1,2-dimethoxyethane), CN(C=O)C (dimethylformamide). Conditions: temperature 85 celsius. Product: COC(=O)N[C@H](C(=O)N1[C@@H](CCC1)C=1NC(=CN1)C1=CC=C2C3=C(COC2=C1)C=C(C=C3)C=3C=CC1=C(NC(=N1)C1N(C2CC[C@H]1C2)C(=O)OC(C)(C)C)C3)C(C)C ((4S)-tert-butyl 3-(6-(3-(2-((S)-1-((S)-2-(methoxycarbonylamino)-3-methylbutanoyl)pyrrolidin-2-yl)-1H-imidazol-5-yl)-6H-benzo[c]chromen-8-yl)-1H-benzo[d]imidazol-2-yl)-2-azabicyclo[2.2.1]heptane-2-carboxylate), COC(=O)N[C@H](C(=O)N1[C@@H](CCC1)C=1NC(=CN1)C1=CC=C2C3=C(COC2=C1)C=C(C=C3)C=3C=CC1=C(NC(=N1)C1N(C2CCC1C2)C(=O)OC(C)(C)C)C3)C(C)C (tert-butyl 3-(6-(3-(2-((S)-1-((S)-2-(methoxycarbonylamino)-3-methylbutanoyl)pyrrolidin-2-yl)-1H-imidazol-5-yl)-6H-benzo[c]chromen-8-yl)-1H-benzo[d]imidazol-2-yl)-2-azabicyclo[2.2.1]heptane-2-carboxylate). Isolated yield 171.0%. As a reaction SMILES: [CH3:1][CH:2]([CH3:44])[CH:3]([NH:39][C:40](=[O:43])[O:41][CH3:42])[C:4](=[O:38])[N:5]1[CH2:9][CH2:8][CH2:7][C@H:6]1[C:10]1[NH:11][C:12]([C:15]2[CH:24]=[C:23]3[C:18]([C:19]4[CH:28]=[CH:27][C:26](B5OC(C)(C)C(C)(C)O5)=[CH:25][C:20]=4[CH2:21][O:22]3)=[CH:17][CH:16]=2)=[CH:13][N:14]=1.Br[C:46]1[CH:47]=[CH:48][C:49]2[N:53]=[C:52]([C@@H:54]3[C@@H:59]4[CH2:60][C@@H:56]([CH2:57][CH2:58]4)[N:55]3[C:61]([O:63][C:64]([CH3:67])([CH3:66])[CH3:65])=[O:62])[NH:51][C:50]=2[CH:68]=1.C(=O)([O-])[O-].[K+].[K+]>COCCOC.CN(C)C=O.[Pd].C1(P(C2C=CC=CC=2)C2C=CC=CC=2)C=CC=CC=1.C1(P(C2C=CC=CC=2)C2C=CC=CC=2)C=CC=CC=1.C1(P(C2C=CC=CC=2)C2C=CC=CC=2)C=CC=CC=1.C1(P(C2C=CC=CC=2)C2C=CC=CC=2)C=CC=CC=1.C1C=CC(P(C2C=CC=CC=2)[C-]2C=CC=C2)=CC=1.C1C=CC(P(C2C=CC=CC=2)[C-]2C=CC=C2)=CC=1.Cl[Pd]Cl.[Fe+2]>[CH3:42][O:41][C:40]([NH:39][C@@H:3]([CH:2]([CH3:44])[CH3:1])[C:4]([N:5]1[CH2:9][CH2:8][CH2:7][C@H:6]1[C:10]1[NH:11][C:12]([C:15]2[CH:24]=[C:23]3[C:18]([C:19]4[CH:28]=[CH:27][C:26]([C:47]5[CH:46]=[CH:68][C:50]6[N:51]=[C:52]([CH:54]7[C@@H:59]8[CH2:60][CH:56]([CH2:57][CH2:58]8)[N:55]7[C:61]([O:63][C:64]([CH3:66])([CH3:65])[CH3:67])=[O:62])[NH:53][C:49]=6[CH:48]=5)=[CH:25][C:20]=4[CH2:21][O:22]3)=[CH:17][CH:16]=2)=[CH:13][N:14]=1)=[O:38])=[O:43].[CH3:42][O:41][C:40]([NH:39][C@@H:3]([CH:2]([CH3:44])[CH3:1])[C:4]([N:5]1[CH2:9][CH2:8][CH2:7][C@H:6]1[C:10]1[NH:11][C:12]([C:15]2[CH:24]=[C:23]3[C:18]([C:19]4[CH:28]=[CH:27][C:26]([C:47]5[CH:46]=[CH:68][C:50]6[N:51]=[C:52]([CH:54]7[CH:59]8[CH2:60][CH:56]([CH2:57][CH2:58]8)[N:55]7[C:61]([O:63][C:64]([CH3:66])([CH3:65])[CH3:67])=[O:62])[NH:53][C:49]=6[CH:48]=5)=[CH:25][C:20]=4[CH2:21][O:22]3)=[CH:17][CH:16]=2)=[CH:13][N:14]=1)=[O:38])=[O:43] |f:2.3.4,7.8.9.10.11,12.13.14.15|. Reported procedure: To a solution of methyl 3-methyl-1-oxo-1-((S)-2-(5-(8-(4,4,5,5-tetramethyl-1,3,2-dioxaborolan-2-yl)-6H-benzo[c]chromen-3-yl)-1H-imidazol-2-yl)pyrrolidin-1-yl)butan-2-ylcarbamate (196 mg, 0.32 mmol), (1R,3S,4S)-tert-butyl 3-(6-bromo-1H-benzo[d]imidazol-2-yl)-2-azabicyclo[2.2.1]heptane-2-carboxylate (166 mg, 0.42 mmol), tetrakis(triphenylphosphine) palladium(0) (10 mg, 0.01 mmol) and dichloro[1,1′-bis(diphenylphosphino)ferrocene]palladium(II) (12 mg, 0.02 mmol) in a mixture of 1,2-dimethoxyethane ... Reactants: C(C1=CC=CC=C1)N(CC1=CC=CC=C1)[C@H](C=O)CC ((S)-2-(N,N-Dibenzylamino)-butyraldehyde), BrCCCCCCCCCCCCCCC (1-bromopentadecane). Yields the product C(C1=CC=CC=C1)N(CC1=CC=CC=C1)[C@@H](CC)[C@@H](CCCCCCCCCCCCCCC)O ((3S,4R)-3-(N,N-Dibenzylamino)-4-nonadecanol), oil. Isolated yield 45.0%. Reaction SMILES: [CH2:1]([N:8]([C@@H:16]([CH2:19][CH3:20])[CH:17]=[O:18])[CH2:9][C:10]1[CH:15]=[CH:14][CH:13]=[CH:12][CH:11]=1)[C:2]1[CH:7]=[CH:6][CH:5]=[CH:4][CH:3]=1.Br[CH2:22][CH2:23][CH2:24][CH2:25][CH2:26][CH2:27][CH2:28][CH2:29][CH2:30][CH2:31][CH2:32][CH2:33][CH2:34][CH2:35][CH3:36]>>[CH2:9]([N:8]([C@H:16]([C@H:17]([OH:18])[CH2:36][CH2:35][CH2:34][CH2:33][CH2:32][CH2:31][CH2:30][CH2:29][CH2:28][CH2:27][CH2:26][CH2:25][CH2:24][CH2:23][CH3:22])[CH2:19][CH3:20])[CH2:1][C:2]1[CH:7]=[CH:6][CH:5]=[CH:4][CH:3]=1)[C:10]1[CH:15]=[CH:14][CH:13]=[CH:12][CH:11]=1. Procedure details: According to the method of Example 26, from aldehyde 6 (1.0 g, 3.7 mmol) and 1-bromopentadecane (6.55 g, 22.5 mmol), alcohol 56 was obtained as a colorless oil (800 mg, 45% yield). Reactants: FC(C1=NC2=C(C=CC=C2C(=C1)C(O)C1=CC(=CC=C1)CO[Si](C)(C)C(C)(C)C)C(F)(F)F)(F)F (2,8-bis(trifluoromethyl)-α-(3-tert-butyldimethylsilyloxymethylphenyl)-4-quinolinemethanol), [F-].C(CCC)[N+](CCCC)(CCCC)CCCC (tetrabutylammonium fluoride). As a reaction SMILES: [F:1][C:2]([F:35])([F:34])[C:3]1[CH:12]=[C:11]([CH:13]([C:15]2[CH:20]=[CH:19][CH:18]=[C:17]([CH2:21][O:22][Si](C(C)(C)C)(C)C)[CH:16]=2)[OH:14])[C:10]2[C:5](=[C:6]([C:30]([F:33])([F:32])[F:31])[CH:7]=[CH:8][CH:9]=2)[N:4]=1.[F-].C([N+](CCCC)(CCCC)CCCC)CCC>C1COCC1>[F:34][C:2]([F:1])([F:35])[C:3]1[CH:12]=[C:11]([CH:13]([C:15]2[CH:20]=[CH:19][CH:18]=[C:17]([CH2:21][OH:22])[CH:16]=2)[OH:14])[C:10]2[C:5](=[C:6]([C:30]([F:33])([F:32])[F:31])[CH:7]=[CH:8][CH:9]=2)[N:4]=1 |f:1.2|. Run in C1CCOC1 (THF). The yield is 24.9%. The product is FC(C1=NC2=C(C=CC=C2C(=C1)C(O)C1=CC(=CC=C1)CO)C(F)(F)F)(F)F (2,8-Bis(trifluoromethyl)-α-(3-hydroxymethylphenyl)-4-quinolinemethanol). Conditions: time 15 minute. Reported procedure: A solution of 2,8-bis(trifluoromethyl)-α-(3-tert-butyldimethylsilyloxymethylphenyl)-4-quinolinemethanol (crude, 1.17 mmol) in THF (5 mL) was treated with tetrabutylammonium fluoride (1-M in UHF, 0.7 mL, 0.7 mmol), stirred for 15 min, washed with water (2×2 mL), concentrated in vacuo and the resulting oil purified by chromatography [SiO2; heptane-EtOAc (3:1-1:1)] to give the title compound (117 mg, 25%) as a white solid: mp 152-154° C.; IR νmax (Nujol)/cm−1 3359, 3206, 2924, 1458, 1378, 1308, 118... Reactants: ClC=1C(=C(C=CC1)C(C(=O)NC1C(NCCCCCCCCCC1)=O)(C)CC(C)C)SCC1=CC=C(C=C1)OC (3-chloro-2-(4-methoxybenzylthio)-α-(2-methylpropyl)-N-(2-oxo-3-azacylotridecyl)phenylpropanamide). Run in CCCCCC (hexane). The product is ClC=1C(=C(C=CC1)C(C(=O)NC1C(NCCCCCCCCCC1)=O)(C)CC(C)C)S (3-Chloro-2-mercapto-α-(2-methylpropyl)-N-(2-oxo-3-azacyclotridecyl)phenylpropanamide). Reaction SMILES: [Cl:1][C:2]1[C:3]([S:31]CC2C=CC(OC)=CC=2)=[C:4]([C:8]([CH2:27][CH:28]([CH3:30])[CH3:29])([CH3:26])[C:9]([NH:11][CH:12]2[CH2:24][CH2:23][CH2:22][CH2:21][CH2:20][CH2:19][CH2:18][CH2:17][CH2:16][CH2:15][NH:14][C:13]2=[O:25])=[O:10])[CH:5]=[CH:6][CH:7]=1>CCCCCC>[Cl:1][C:2]1[C:3]([SH:31])=[C:4]([C:8]([CH2:27][CH:28]([CH3:29])[CH3:30])([CH3:26])[C:9]([NH:11][CH:12]2[CH2:24][CH2:23][CH2:22][CH2:21][CH2:20][CH2:19][CH2:18][CH2:17][CH2:16][CH2:15][NH:14][C:13]2=[O:25])=[O:10])[CH:5]=[CH:6][CH:7]=1. Reported procedure: The title compound was prepared as a 1:1 mixture of diastereoisomers from 3-chloro-2-(4-methoxybenzylthio)-α-(2-methylpropyl)-N-(2-oxo-3-azacylotridecyl)phenylpropanamide in a similar manner to that described in Example 4, mp 143°-148° C. (after trituration with hexane). Reported procedure: Benzoyl chloride (900 mg, 6.40 mmol) was added in a single portion to a cooled (0° C.) solution of 1-(3-aminopropyl)-2-(2-methoxyethyl)-6,7,8,9-tetrahydro-1H-imidazo[4,5-c]quinolin-4-amine (1.9 g, 6.26 mmol) and triethylamine (2 mL) in 1-methyl-2-pyrrolidinone (100 mL). When analysis by HPLC indicated that the reaction was complete, it was diluted with diethyl ether (1 L). The product was salted out by adding 3.3 eq. of a 1.0 M solution of hydrochloric acid in diethyl ether. The solid was isolat... The yield is 57.6%. Starting materials: C(C1=CC=CC=C1)(=O)Cl (Benzoyl chloride), C([O-])([O-])=O.[K+].[K+] (potassium carbonate), solution, Cl (hydrochloric acid), NCCCN1C(=NC=2C(=NC=3CCCCC3C21)N)CCOC (1-(3-aminopropyl)-2-(2-methoxyethyl)-6,7,8,9-tetrahydro-1H-imidazo[4,5-c]quinolin-4-amine). Yields the product NC1=NC=2CCCCC2C2=C1N=C(N2CCCNC(C2=CC=CC=C2)=O)CCOC (N-{3-[4-amino-2-(2-methoxyethyl)-6,7,8,9-tetrahydro-1H-imidazo[4,5-c]quinolin-1-yl]propyl}benzamide). RXN SMILES: [C:1](Cl)(=[O:8])[C:2]1[CH:7]=[CH:6][CH:5]=[CH:4][CH:3]=1.[NH2:10][CH2:11][CH2:12][CH2:13][N:14]1[C:26]2[C:25]3[CH2:24][CH2:23][CH2:22][CH2:21][C:20]=3[N:19]=[C:18]([NH2:27])[C:17]=2[N:16]=[C:15]1[CH2:28][CH2:29][O:30][CH3:31].Cl.C(=O)([O-])[O-].[K+].[K+]>CN1CCCC1=O.C(OCC)C.O.C(N(CC)CC)C>[NH2:27][C:18]1[C:17]2[N:16]=[C:15]([CH2:28][CH2:29][O:30][CH3:31])[N:14]([CH2:13][CH2:12][CH2:11][NH:10][C:1](=[O:8])[C:2]3[CH:7]=[CH:6][CH:5]=[CH:4][CH:3]=3)[C:26]=2[C:25]2[CH2:24][CH2:23][CH2:22][CH2:21][C:20]=2[N:19]=1 |f:3.4.5|. Run in C(C)OCC (diethyl ether), CN1C(CCC1)=O (1-methyl-2-pyrrolidinone), C(C)N(CC)CC (triethylamine), C(C)OCC (diethyl ether), O (water). Reactants: C(C)C1=C(C(=CC(=C1)C)CC)C=1C(N(N=C(C1OCC1=CC=CC=C1)COCOC)C)=O (4-(2,6-diethyl-4-methylphenyl)-6-methoxymethoxymethyl-5-benzyloxy-2-methyl-3(2H)-pyridazinone), Cl (hydrochloric acid), O (water), [OH-].[Na+] (sodium hydroxide). The solvent is CO (methanol). Reaction conditions: temperature 65 celsius, time 75 minute. Product: C(C)C1=C(C(=CC(=C1)C)CC)C=1C(N(N=C(C1OCC1=CC=CC=C1)CO)C)=O (4-(2,6-diethyl-4-methylphenyl)-6-hydroxymethyl-5-benzyloxy-2-methyl-3(2H)-pyridazinone). The yield is 85.1%. Reaction SMILES: [CH2:1]([C:3]1[CH:8]=[C:7]([CH3:9])[CH:6]=[C:5]([CH2:10][CH3:11])[C:4]=1[C:12]1[C:13](=[O:32])[N:14]([CH3:31])[N:15]=[C:16]([CH2:26][O:27]COC)[C:17]=1[O:18][CH2:19][C:20]1[CH:25]=[CH:24][CH:23]=[CH:22][CH:21]=1)[CH3:2].Cl.O.[OH-].[Na+]>CO>[CH2:1]([C:3]1[CH:8]=[C:7]([CH3:9])[CH:6]=[C:5]([CH2:10][CH3:11])[C:4]=1[C:12]1[C:13](=[O:32])[N:14]([CH3:31])[N:15]=[C:16]([CH2:26][OH:27])[C:17]=1[O:18][CH2:19][C:20]1[CH:25]=[CH:24][CH:23]=[CH:22][CH:21]=1)[CH3:2] |f:3.4|. Procedure details: To a solution of 4-(2,6-diethyl-4-methylphenyl)-6-methoxymethoxymethyl-5-benzyloxy-2-methyl-3(2H)-pyridazinone (2.3 g, 4.91 mmol) in methanol (15 ml) was added concentrated hydrochloric acid (2 ml) and water (1 ml), and stirred at 65° C. for 75 minutes. After cooling to room temperature, the mixture was neutralized with 2N aqueous sodium hydroxide solution, and extracted with ethyl acetate 2 times. The combined organic layer was washed with saturated brine, dried over anhydrous magnesium sulfate...